This data is from the Open Reaction Database (ORD), a public repository of structured organic reaction records. The task is: describe an organic reaction: reactants, conditions, products, and yield The reactants are ClC1=CC=C(C=C1)C1N=C(N(C1C1=CC=C(C=C1)Cl)C(=O)Cl)C1=C(C=C(C=C1)C(COC)(C)C)OCC (4,5-Bis-(4-chloro-phenyl)-2-[2-ethoxy-4-(2-methoxy-1,1-dimethyl-ethyl)-phenyl]-4,5-dihydro-imidazole-1-carbonyl chloride), N1(CCOCC1)C(CN1CCNCC1)=O (1-morpholin-4-yl-2-piperazin-1-yl-ethanone). The product is N1(CCOCC1)C(C)=O (1-morpholin-4-yl-ethanone). Isolated yield 337.1%. RXN SMILES: ClC1C=CC(C2C(C3C=CC(Cl)=CC=3)N(C(Cl)=O)C(C3C=CC(C(C)(C)COC)=CC=3OCC)=N2)=CC=1.[N:38]1([C:44](=[O:52])[CH2:45]N2CCNCC2)[CH2:43][CH2:42][O:41][CH2:40][CH2:39]1>>[N:38]1([C:44](=[O:52])[CH3:45])[CH2:43][CH2:42][O:41][CH2:40][CH2:39]1. Reported procedure: 4,5-Bis-(4-chloro-phenyl)-2-[2-ethoxy-4-(2-methoxy-1,1-dimethyl-ethyl)-phenyl]-4,5-dihydro-imidazole-1-carbonyl chloride (60 mg, 0.107 mmol) was reacted with 1-morpholin-4-yl-2-piperazin-1-yl-ethanone (34.2 mg, 0.161 mmol, Oakwood Products) using the procedure described in example 25 to give 4,5-bis-(4-chloro-phenyl)-2-[2-ethoxy-4-(2-methoxy-1,1-dimethyl-ethyl)-phenyl]-4,5-dihydro-imidazole-1-carbonyl}-piperazin-1-yl)-1-morpholin-4-yl-ethanone (70.1 mg) as white solids. The enantiomers were sepa... Reactants: O=C1CCC(=O)N1Br, O=C(OOC(=O)c1ccccc1)c1ccccc1, ClC(Cl)(Cl)Cl, Cc1cccc2c1N(COCC[Si](C)(C)C)C(=O)C2(C)C, CC(C)(C#N)N=NC(C)(C)C#N. Product: CC1(C)C(=O)N(COCC[Si](C)(C)C)c2c(CBr)cccc21. Reaction SMILES: [Br:22][N:23]1[C:24](=[O:25])[CH2:26][CH2:27][C:28]1=[O:29].[C:30]([O:31][O:32][C:33](=[O:34])[c:35]1[cH:36][cH:37][cH:38][cH:39][cH:40]1)(=[O:41])[c:42]1[cH:43][cH:44][cH:45][cH:46][cH:47]1.[C:60]([Cl:61])([Cl:62])([Cl:63])[Cl:64].[CH3:1][C:2]1([CH3:21])[C:3](=[O:20])[N:4]([CH2:12][O:13][CH2:14][CH2:15][Si:16]([CH3:17])([CH3:18])[CH3:19])[c:5]2[c:6]([CH3:11])[cH:7][cH:8][cH:9][c:10]21.[N:48]([C:49]([CH3:50])([CH3:51])[C:52]#[N:53])=[N:54][C:55]([CH3:56])([CH3:57])[C:58]#[N:59]>>[CH3:1][C:2]1([CH3:21])[C:3](=[O:20])[N:4]([CH2:12][O:13][CH2:14][CH2:15][Si:16]([CH3:17])([CH3:18])[CH3:19])[c:5]2[c:6]([CH2:11][Br:22])[cH:7][cH:8][cH:9][c:10]21. The product is CC(C)(CCCCCCCC)C=1NCCN1 (2-(2-Methyl-2-decyl)-2-imidazoline). Solvent: C(=S)=S (carbon disulfide). Procedure details: 18.32 g (100 mmoles) of 2-cyano-2-methyldecane, 8.5 ml (127 mmoles) of ethylenediamine and 0.5 ml of carbon disulfide are reacted according to Example 29 and the reaction mixture is worked up as mentioned therein. Distillation of the residue gives 13.91 g (62%) of the product. The reactants are C(#N)C(C)(CCCCCCCC)C (2-cyano-2-methyldecane), C(CN)N (ethylenediamine). RXN SMILES: [C:1]([C:3]([CH3:13])([CH2:5][CH2:6][CH2:7][CH2:8][CH2:9][CH2:10][CH2:11][CH3:12])[CH3:4])#[N:2].[CH2:14](N)[CH2:15][NH2:16]>C(=S)=S>[CH3:4][C:3]([C:1]1[NH:2][CH2:14][CH2:15][N:16]=1)([CH2:5][CH2:6][CH2:7][CH2:8][CH2:9][CH2:10][CH2:11][CH3:12])[CH3:13]. Yield: 62.0%. The reactants are N(=O)[O-].[Na+] (sodium nitrite), ClC=1C(N(N=CC1Cl)CC1=CC=CC2=CC=CC=C12)=O (4,5-dichloro-2-naphthalen-1-ylmethyl-2H-pyridazin-3-one), O (water). The solvent is CN(C=O)C (dimethylformamide). Conditions: temperature 85 celsius, time 24 hour. Product: OC=1C(N(N=CC1[N+](=O)[O-])CC1=CC=CC2=CC=CC=C12)=O (4-hydroxy-2-naphthalen-1-ylmethyl-5-nitro-2H-pyridazin-3-one). RXN SMILES: [N:1]([O-:3])=[O:2].[Na+].Cl[C:6]1[C:7](=[O:24])[N:8]([CH2:13][C:14]2[C:23]3[C:18](=[CH:19][CH:20]=[CH:21][CH:22]=3)[CH:17]=[CH:16][CH:15]=2)[N:9]=[CH:10][C:11]=1Cl.[OH2:25]>CN(C)C=O>[OH:25][C:6]1[C:7](=[O:24])[N:8]([CH2:13][C:14]2[C:23]3[C:18](=[CH:19][CH:20]=[CH:21][CH:22]=3)[CH:17]=[CH:16][CH:15]=2)[N:9]=[CH:10][C:11]=1[N+:1]([O-:3])=[O:2] |f:0.1|. Procedure: A solution of 11.04 g (160 mmol) of sodium nitrite in 40 ml of water was added to a solution of 12 g (39.3 mmol) of 4,5-dichloro-2-naphthalen-1-ylmethyl-2H-pyridazin-3-one in 120 ml of dimethylformamide and the mixture was stirred for 24 hours at 85° C. Solvent: CN(C)C=O (DMF). The yield is 51.7%. Run at temperature 50 celsius, time 20 minute. Procedure: To a round bottom flask fitted with reflux condenser containing carbazole (1.00 g, 5.98 mmol) and sodium hydride (60 wt. % in mineral oil, 0.29 g, 7.18 mmol), was added DMF (22 mL). After stirring at 50° C. for 20 min, ethyl 5-bromopentanoate (0.95 mL, 5.98 mmol) was added and the mixture stirred at 80° C. overnight. The reaction was quenched by addition of 5% aqueous NH4Cl (100 mL), transferred to a separatory funnel and extracted with ethyl acetate (3×40 mL). The combined organic layers were w... Reactants: C1=CC=CC=2C3=CC=CC=C3NC12 (carbazole), [H-].[Na+] (sodium hydride), BrCCCCC(=O)OCC (ethyl 5-bromopentanoate). Product: COC(CCCCN1C2=CC=CC=C2C=2C=CC=CC12)=O (5-Carbazol-9-ylpentanoic acid methyl ester). RXN SMILES: [CH:1]1[C:13]2[NH:12][C:11]3[C:6](=[CH:7][CH:8]=[CH:9][CH:10]=3)[C:5]=2[CH:4]=[CH:3][CH:2]=1.[H-].[Na+].Br[CH2:17][CH2:18][CH2:19][CH2:20][C:21]([O:23][CH2:24]C)=[O:22]>CN(C=O)C>[CH3:24][O:23][C:21](=[O:22])[CH2:20][CH2:19][CH2:18][CH2:17][N:12]1[C:11]2[CH:10]=[CH:9][CH:8]=[CH:7][C:6]=2[C:5]2[C:13]1=[CH:1][CH:2]=[CH:3][CH:4]=2 |f:1.2|. The reactants are O=C([O-])[O-], N#CC(c1ccc(Cl)cc1)N1CCNCC1, CCOC(=O)N1CCN(C(C#N)c2ccc(Cl)cc2)CC1, CCOC(=O)Cl, [K+], [K+], O, c1ccccc1. Yields the product CCOC(=O)N1CCN(C(C#N)c2ccc(Cl)cc2)CC1, Cl. Reaction SMILES: [C:17](=[O:18])([O-:19])[O-:20].[C:1]([CH:2]([N:3]1[CH2:4][CH2:5][NH:6][CH2:7][CH2:8]1)[c:9]1[cH:11][cH:12][c:13]([Cl:10])[cH:14][cH:15]1)#[N:16].[C:29](#[N:30])[CH:31]([c:32]1[cH:33][cH:34][c:35]([Cl:38])[cH:36][cH:37]1)[N:39]1[CH2:40][CH2:41][N:42]([C:45](=[O:46])[O:47][CH2:48][CH3:49])[CH2:43][CH2:44]1.[Cl:23][C:24]([O:25][CH2:26][CH3:27])=[O:28].[K+:21].[K+:22].[OH2:56].[cH:50]1[cH:51][cH:52][cH:53][cH:54][cH:55]1>>[C:29](#[N:30])[CH:31]([c:32]1[cH:33][cH:34][c:35]([Cl:38])[cH:36][cH:37]1)[N:39]1[CH2:40][CH2:41][N:42]([C:45](=[O:46])[O:47][CH2:48][CH3:49])[CH2:43][CH2:44]1.[ClH:10].